From a dataset of the Open Reaction Database (ORD), a public repository of structured organic reaction records. describe an organic reaction: reactants, conditions, products, and yield Product: CC1=C(N=C(O1)C1=CC=CC=C1)COC1=CC=C(CO\N=C\2/CC(C3=CC=CC=C23)C(=O)O)C=C1 (E-3-[4-(5-methyl-2-phenyl-4-oxazolylmethoxy)benzyloxyimino]-1-indancarboxylic acid). The reactants are CC1=C(N=C(O1)C1=CC=CC=C1)COC1=CC=C(CON)C=C1 (4-(5-methyl-2-phenyl-4-oxazolylmethoxy)benzyloxyamine), O=C1CC(C2=CC=CC=C12)C(=O)O (3-oxo-1-indancarboxylic acid), C(C)(=O)O (acetic acid), C(C)(=O)[O-].[Na+] (sodium acetate). Isolated yield 69.2%. RXN SMILES: [CH3:1][C:2]1[O:6][C:5]([C:7]2[CH:12]=[CH:11][CH:10]=[CH:9][CH:8]=2)=[N:4][C:3]=1[CH2:13][O:14][C:15]1[CH:23]=[CH:22][C:18]([CH2:19][O:20][NH2:21])=[CH:17][CH:16]=1.O=[C:25]1[C:33]2[C:28](=[CH:29][CH:30]=[CH:31][CH:32]=2)[CH:27]([C:34]([OH:36])=[O:35])[CH2:26]1.C(O)(=O)C.C([O-])(=O)C.[Na+]>O.C(O)C>[CH3:1][C:2]1[O:6][C:5]([C:7]2[CH:8]=[CH:9][CH:10]=[CH:11][CH:12]=2)=[N:4][C:3]=1[CH2:13][O:14][C:15]1[CH:16]=[CH:17][C:18]([CH2:19][O:20]/[N:21]=[C:25]2\[CH2:26][CH:27]([C:34]([OH:36])=[O:35])[C:28]3[C:33]\2=[CH:32][CH:31]=[CH:30][CH:29]=3)=[CH:22][CH:23]=1 |f:3.4|. Reported procedure: After a mixture of 4-(5-methyl-2-phenyl-4-oxazolylmethoxy)benzyloxyamine (500 mg), 3-oxo-1-indancarboxylic acid (284 mg), acetic acid (0.276 ml), sodium acetate (264 mg) and ethanol (20 ml) was heated to reflux for 18 hours, the mixture was cooled to room temperature. Water was added to the reaction mixture and extracted with ethyl acetate. The ethyl acetate layer was washed with an aqueous saturated solution of sodium chloride, dried (MgSO4) and concentrated. The residue was recrystallized from... Solvent: C(C)O (ethanol), O (Water).